From a dataset of the Open Reaction Database (ORD), a public repository of structured organic reaction records. describe an organic reaction: reactants, conditions, products, and yield The reactants are CC(C)([O-])C.[K+] (potassium tert-butoxide), OC1=CC=C(CCO)C=C1 (4-hydroxyphenethyl alcohol), C(C1=CC=CC=C1)Br (benzyl bromide). Solvent: CN(C=O)C (dimethylformamide). Reaction conditions: temperature 0 celsius, time 10 minute. The product is C(C1=CC=CC=C1)OC1=CC=C(C=C1)CCO (1-Benzyloxy-4-(2-hydroxyethyl)benzene). Reaction SMILES: [OH:1][C:2]1[CH:10]=[CH:9][C:5]([CH2:6][CH2:7][OH:8])=[CH:4][CH:3]=1.CC(C)([O-])C.[K+].[CH2:17](Br)[C:18]1[CH:23]=[CH:22][CH:21]=[CH:20][CH:19]=1>CN(C)C=O>[CH2:17]([O:1][C:2]1[CH:10]=[CH:9][C:5]([CH2:6][CH2:7][OH:8])=[CH:4][CH:3]=1)[C:18]1[CH:23]=[CH:22][CH:21]=[CH:20][CH:19]=1 |f:1.2|. Reported procedure: To a solution of 4-hydroxyphenethyl alcohol (33 g, 0.24 mol) in dry dimethylformamide (200 ml), cooled to 0° C., was added potassium tert-butoxide (29 g, 0.26 mol) by portions. After 10 minutes, benzyl bromide (41 g, 0.28 mol) was added slowly. The reaction mixture was stirred for 15 minutes at 0° C., then for 3 hours at room temperature and was quenched with water (200 ml). The precipitate was collected, dried and recrystallized from isopropyl ether/hexanes (34 g). Starting materials: C[N+]1([O-])CCOCC1, CC#N, CCC[N+](CCC)(CCC)CCC, ClCCl, O=[Ru](=O)(=O)[O-], O, O=C(NCCCCCCCCc1ccccc1)c1ccc(OCCO)c(-c2ccc(F)c(Cl)c2)c1. The product is O=C(O)COc1ccc(C(=O)NCCCCCCCCc2ccccc2)cc1-c1ccc(F)c(Cl)c1. As a reaction SMILES: [CH3:36][N+:37]1([O-:38])[CH2:39][CH2:41][O:40][CH2:42][CH2:43]1.[CH3:45][C:46]#[N:47].[CH3:51][CH2:52][CH2:53][N+:54]([CH2:55][CH2:56][CH3:57])([CH2:58][CH2:59][CH3:60])[CH2:61][CH2:62][CH3:63].[Cl:48][CH2:49][Cl:50].[O:64]=[Ru:65](=[O:66])([O-:67])=[O:68].[OH2:44].[c:1]1([CH2:7][CH2:8][CH2:9][CH2:10][CH2:11][CH2:12][CH2:13][CH2:14][NH:15][C:16]([c:17]2[cH:18][cH:19][c:20]([O:31][CH2:32][CH2:33][OH:34])[c:21](-[c:23]3[cH:24][c:25]([Cl:30])[c:26]([F:29])[cH:27][cH:28]3)[cH:22]2)=[O:35])[cH:2][cH:3][cH:4][cH:5][cH:6]1>>[c:1]1([CH2:7][CH2:8][CH2:9][CH2:10][CH2:11][CH2:12][CH2:13][CH2:14][NH:15][C:16]([c:17]2[cH:18][cH:19][c:20]([O:31][CH2:32][C:33](=[O:34])[OH:40])[c:21](-[c:23]3[cH:24][c:25]([Cl:30])[c:26]([F:29])[cH:27][cH:28]3)[cH:22]2)=[O:35])[cH:2][cH:3][cH:4][cH:5][cH:6]1.